The task is: describe an organic reaction: reactants, conditions, products, and yield. This data is from the Open Reaction Database (ORD), a public repository of structured organic reaction records. The reactants are O=C([O-])[O-], CCCCCCc1cnc(-c2ccc(O)cc2)nc1, CC(C)=O, CC(Cl)CCO, [K+], [K+], Cc1ccc(S(=O)(=O)Cl)cc1. Product: CCCCCCc1cnc(-c2ccc(OCCC(C)Cl)cc2)nc1. Reaction SMILES: [C:37](=[O:38])([O-:39])[O-:40].[CH2:18]([CH2:19][CH2:20][CH2:21][CH2:22][CH3:23])[c:24]1[cH:25][n:26][c:27](-[c:30]2[cH:31][cH:32][c:33]([OH:36])[cH:34][cH:35]2)[n:28][cH:29]1.[CH3:43][C:44](=[O:45])[CH3:46].[Cl:12][CH:13]([CH2:14][CH2:15][OH:16])[CH3:17].[K+:41].[K+:42].[c:1]1([CH3:2])[cH:3][cH:4][c:5]([S:6]([Cl:7])(=[O:8])=[O:9])[cH:10][cH:11]1>>[Cl:12][CH:13]([CH2:14][CH2:15][O:16][c:33]1[cH:32][cH:31][c:30](-[c:27]2[n:26][cH:25][c:24]([CH2:18][CH2:19][CH2:20][CH2:21][CH2:22][CH3:23])[cH:29][n:28]2)[cH:35][cH:34]1)[CH3:17]. Starting materials: CN(C)C=O, COc1ccc([N+](=O)[O-])c(C)c1. Yields the product COc1ccc([N+](=O)[O-])c(C=CN(C)C)c1. As a reaction SMILES: [CH3:13][N:14]([CH:15]=[O:16])[CH3:17].[CH3:1][c:2]1[cH:3][c:4]([O:11][CH3:12])[cH:5][cH:6][c:7]1[N+:8](=[O:9])[O-:10]>>[CH:1]([c:2]1[cH:3][c:4]([O:11][CH3:12])[cH:5][cH:6][c:7]1[N+:8](=[O:9])[O-:10])=[CH:15][N:14]([CH3:13])[CH3:17]. The reactants are C(C1=CC=CC=C1)OC=1C(C=C(OC1)CNS(=O)(=O)C1=CC=CC=C1)=O (N-(5-benzyloxy-4-oxo-4H-pyran-2-ylmethyl)-benzene sulfonamide), S(O)(O)(=O)=O (sulfuric acid). Run in C(C)(=O)O (acetic acid). Run at temperature 80 celsius. The product is OC=1C(C=C(OC1)CNS(=O)(=O)C1=CC=CC=C1)=O (N-(5-hydroxy-4-oxo-4H-pyran-2-ylmethyl)-benzene sulfonamide). Yield: 85.7%. RXN SMILES: C([O:8][C:9]1[C:10](=[O:26])[CH:11]=[C:12]([CH2:15][NH:16][S:17]([C:20]2[CH:25]=[CH:24][CH:23]=[CH:22][CH:21]=2)(=[O:19])=[O:18])[O:13][CH:14]=1)C1C=CC=CC=1.S(=O)(=O)(O)O>C(O)(=O)C>[OH:8][C:9]1[C:10](=[O:26])[CH:11]=[C:12]([CH2:15][NH:16][S:17]([C:20]2[CH:21]=[CH:22][CH:23]=[CH:24][CH:25]=2)(=[O:19])=[O:18])[O:13][CH:14]=1. Procedure details: N-(5-Benzyloxy-4-oxo-4H-pyran-2-ylmethyl)-benzene sulfonamide (7-01) (2.0 g, 5.39 mmol) was dissolved in acetic acid (25.0 mL) and sulfuric acid (0.058 mL) was added, then the reaction mixture was heated up to 80° C. for 24 h. After completion of the reaction, the mixture was cooled to room temperature and concentrated under vacuum. It was then diluted with water and extracted with ethyl acetate. The combined organic layer was washed with water and brine, dried over Na2SO4 and concentrated under... Reactants: CNCC=1C=NC=CC1 (methyl-pyridin-3-ylmethyl-amine), O=C1N(C(CC1)=O)OC(C1=CC=C(C=C1)OC(N(C1=CC=CC=C1)C)=O)=O (4-(methyl-phenyl-carbamoyloxy)-benzoic acid 2,5-dioxo-pyrrolidin-1-yl ester), crude product. Product: CN(C(=O)C1=CC=C(C=C1)OC(N(C1=CC=CC=C1)C)=O)CC=1C=NC=CC1 (Methyl-phenyl-carbamic acid 4-(methyl-pyridin-3-ylmethyl-carbamoyl)-phenyl ester). As a reaction SMILES: [CH3:1][NH:2][CH2:3][C:4]1[CH:5]=[N:6][CH:7]=[CH:8][CH:9]=1.O=C1CCC(=O)N1[O:17][C:18](=O)[C:19]1[CH:24]=[CH:23][C:22]([O:25][C:26](=[O:35])[N:27]([CH3:34])[C:28]2[CH:33]=[CH:32][CH:31]=[CH:30][CH:29]=2)=[CH:21][CH:20]=1>>[CH3:1][N:2]([CH2:3][C:4]1[CH:5]=[N:6][CH:7]=[CH:8][CH:9]=1)[C:18]([C:19]1[CH:24]=[CH:23][C:22]([O:25][C:26](=[O:35])[N:27]([CH3:34])[C:28]2[CH:29]=[CH:30][CH:31]=[CH:32][CH:33]=2)=[CH:21][CH:20]=1)=[O:17]. Procedure details: The title product was prepared from methyl-pyridin-3-ylmethyl-amine and 4-(methyl-phenyl-carbamoyloxy)-benzoic acid 2,5-dioxo-pyrrolidin-1-yl ester. The crude product was subjected to preparative HPLC (method C) (48%, clear colourless oil). HPLC-MS m/z=376.2 (M+1), Rt: 2.37 min. The reactants are BrC1=CC=C(C=C1)O (4-bromo-phenol), C([O-])([O-])=O.[K+].[K+] (potassium carbonate), C(C)(C)O (isopropanol). Run at time 8 hour. Yields the product BrC1=CC=C(C=C1)OCCC (1-bromo-4-propoxy-benzene). Isolated yield 60.0%. RXN SMILES: [Br:1][C:2]1[CH:7]=[CH:6][C:5]([OH:8])=[CH:4][CH:3]=1.C(=O)([O-])[O-].[K+].[K+].[CH:15](O)([CH3:17])[CH3:16]>>[Br:1][C:2]1[CH:7]=[CH:6][C:5]([O:8][CH2:16][CH2:15][CH3:17])=[CH:4][CH:3]=1 |f:1.2.3|. Procedure details: Prepare a solution of 4-bromo-phenol (17.30 g, 0.10 mol) and potassium carbonate (13.80 g, 0.1 mole) in isopropanol (175 mL). Heat the resulting mixture at reflux and stir overnight. Cool to ambient temperature, filter and condense the filtrate on a rotary evaporator. Dissolve the residual oil in ethyl acetate (250 mL) and extract twice with 5% sodium hydroxide (100 mL), separate and wash with brine. Kugelrohr distillation at 100°-120°, 0.05 mm, gives the title compound (12.86 g, 60%) as a clear... Reactants: C=CCI, C1CCOC1, C[Si](C)(C)[N-][Si](C)(C)C, [Na+], O=C1NCCO1. Product: C=CCN1CCOC1=O. As a reaction SMILES: [CH2:17]([CH:18]=[CH2:19])[I:20].[CH2:21]1[O:22][CH2:23][CH2:24][CH2:25]1.[CH3:8][Si:9]([N-:10][Si:11]([CH3:12])([CH3:13])[CH3:14])([CH3:15])[CH3:16].[Na+:7].[O:1]1[C:2](=[O:6])[NH:3][CH2:4][CH2:5]1>>[O:1]1[C:2](=[O:6])[N:3]([CH2:19][CH:18]=[CH2:17])[CH2:4][CH2:5]1.